Dataset: the Open Reaction Database (ORD), a public repository of structured organic reaction records. Task: describe an organic reaction: reactants, conditions, products, and yield Starting materials: CCS(=O)(=O)Cl, CCOC(C)=O, ClCCl, NC1(CN2CCC(CNC(=O)c3cc(C(F)(F)F)cc(C(F)(F)F)c3)CC2)CCCC1. Product: CCS(=O)(=O)NC1(CN2CCC(CNC(=O)c3cc(C(F)(F)F)cc(C(F)(F)F)c3)CC2)CCCC1. Reaction SMILES: [CH2:32]([CH3:33])[S:34](=[O:35])(=[O:36])[Cl:37].[CH3:41][CH2:42][O:43][C:44](=[O:45])[CH3:46].[Cl:38][CH2:39][Cl:40].[NH2:1][C:2]1([CH2:7][N:8]2[CH2:9][CH2:10][CH:11]([CH2:14][NH:15][C:16]([c:17]3[cH:18][c:19]([C:27]([F:28])([F:29])[F:30])[cH:20][c:21]([C:23]([F:24])([F:25])[F:26])[cH:22]3)=[O:31])[CH2:12][CH2:13]2)[CH2:3][CH2:4][CH2:5][CH2:6]1>>[NH:1]([C:2]1([CH2:7][N:8]2[CH2:9][CH2:10][CH:11]([CH2:14][NH:15][C:16]([c:17]3[cH:18][c:19]([C:27]([F:28])([F:29])[F:30])[cH:20][c:21]([C:23]([F:24])([F:25])[F:26])[cH:22]3)=[O:31])[CH2:12][CH2:13]2)[CH2:3][CH2:4][CH2:5][CH2:6]1)[S:34]([CH2:32][CH3:33])(=[O:35])=[O:36]. Starting materials: C([O-])(O)=O.[Na+] (sodium bicarbonate), N(=C=O)C=1C=NC=CC1 (3-isocyanato-pyridine), CCN(C(C)C)C(C)C (DIPEA), N(=C=O)C=1C=NC=CC1 (3-isocyanato-pyridine), Cl.NC=1C=C(O[C@H]2CN(CCC2)C(C)=O)C=C(C1)F (1-[(R)-3-(3-amino-5-fluoro-phenoxy)-piperidin-1-yl]-ethanone HCl salt). The solvent is C(C)(=O)OCC (ethyl acetate), CO (methanol), ClCCl (dichloromethane). Conditions: temperature 10 celsius. Product: C(C)(=O)N1C[C@@H](CCC1)OC=1C=C(C=C(C1)F)NC(=O)NC=1C=NC=CC1 ((R)-1-[3-(1-Acetyl-piperidin-3-yloxy)-5-fluoro-phenyl]-3-pyridin-3-yl-urea). Reaction SMILES: Cl.[NH2:2][C:3]1[CH:4]=[C:5]([CH:16]=[C:17]([F:19])[CH:18]=1)[O:6][C@@H:7]1[CH2:12][CH2:11][CH2:10][N:9]([C:13](=[O:15])[CH3:14])[CH2:8]1.CCN(C(C)C)C(C)C.[N:29]([C:32]1[CH:33]=[N:34][CH:35]=[CH:36][CH:37]=1)=[C:30]=[O:31].C(=O)(O)[O-].[Na+]>C(OCC)(=O)C.CO.ClCCl>[C:13]([N:9]1[CH2:10][CH2:11][CH2:12][C@@H:7]([O:6][C:5]2[CH:4]=[C:3]([NH:2][C:30]([NH:29][C:32]3[CH:33]=[N:34][CH:35]=[CH:36][CH:37]=3)=[O:31])[CH:18]=[C:17]([F:19])[CH:16]=2)[CH2:8]1)(=[O:15])[CH3:14] |f:0.1,4.5|. Procedure details: A 22 L 3-neck RBF equipped with a cooling bath, mechanical stirrer, thermocouple, and nitrogen bubbler was purged with nitrogen for at least ten minutes. The flask was charged with 1.441 kg (4.990 mol) 1-[(R)-3-(3-amino-5-fluoro-phenoxy)-piperidin-1-yl]-ethanone HCl salt and 14.4 L (10 vol) dichloromethane. The solution was stirred, and 0.710 kg (5.489 mol) DIPEA was charged. The solution was cooled to 10±5° C. in an ice/brine bath. The reaction was charged with 0.659 kg (5.489 mol) 3-isocyanato... Starting materials: O (water), FC1=C(C=O)C=C(C=C1)C(F)(F)F (2-fluoro-5-trifluoromethyl-benzaldehyde), C([O-])([O-])=O.[K+].[K+] (potassium carbonate), FC(C=1C=C(CNCC)C=C(C1)C(F)(F)F)(F)F ((3,5-Bis-trifluoromethyl-benzyl)-ethyl-amine). The solvent is [Cl-].[Na+].O (brine), CN(C=O)C (N,N-dimethylformamide). Reaction conditions: temperature 90 celsius, time 8 hour. The product is FC(C=1C=C(CN(C2=C(C=O)C=C(C=C2)C(F)(F)F)CC)C=C(C1)C(F)(F)F)(F)F (2-[(3,5-bis-trifluoromethyl-benzyl)-ethyl-amino]-5-trifluoromethyl-benzaldehyde). Yield: 16.7%. As a reaction SMILES: [F:1][C:2]([F:18])([F:17])[C:3]1[CH:4]=[C:5]([CH:10]=[C:11]([C:13]([F:16])([F:15])[F:14])[CH:12]=1)[CH2:6][NH:7][CH2:8][CH3:9].F[C:20]1[CH:27]=[CH:26][C:25]([C:28]([F:31])([F:30])[F:29])=[CH:24][C:21]=1[CH:22]=[O:23].C(=O)([O-])[O-].[K+].[K+].O>CN(C)C=O.[Cl-].[Na+].O>[F:1][C:2]([F:17])([F:18])[C:3]1[CH:4]=[C:5]([CH:10]=[C:11]([C:13]([F:16])([F:15])[F:14])[CH:12]=1)[CH2:6][N:7]([CH2:8][CH3:9])[C:20]1[CH:27]=[CH:26][C:25]([C:28]([F:31])([F:30])[F:29])=[CH:24][C:21]=1[CH:22]=[O:23] |f:2.3.4,7.8.9|. Reported procedure: (3,5-Bis-trifluoromethyl-benzyl)-ethyl-amine (1.03 g) is dissolved in N,N-dimethylformamide (10 ml), and thereto are added 2-fluoro-5-trifluoromethyl-benzaldehyde (1.45 g) and potassium carbonate (1.48 g), and the mixture is stirred under nitrogen atmosphere at 90° C. for 3 hours and at room temperature overnight. To reaction mixture is added a saturated brine and water, and the mixture is extracted five times with ethyl acetate and the organic layer is washed twice with a saturated brine, dried...